Task: describe an organic reaction: reactants, conditions, products, and yield. Dataset: the Open Reaction Database (ORD), a public repository of structured organic reaction records Reactants: CC(C)(C)O, C#CCOc1ccc(C(=O)O)cc1, CC(C)(C)[O-], [K+], O. The product is C=C=COc1ccc(C(=O)O)cc1. Reaction SMILES: [C:7]([OH:8])([CH3:9])([CH3:10])[CH3:11].[CH2:12]([C:13]#[CH:14])[O:15][c:16]1[cH:17][cH:18][c:19]([C:22](=[O:23])[OH:24])[cH:20][cH:21]1.[CH3:1][C:2]([CH3:3])([O-:4])[CH3:5].[K+:6].[OH2:25]>>[CH:12](=[C:13]=[CH2:14])[O:15][c:16]1[cH:17][cH:18][c:19]([C:22](=[O:23])[OH:24])[cH:20][cH:21]1. The reactants are COCCCCCCCCCCCC(=O)NCC1=CC=CC=C1 (12-methoxy-N-(phenyl-methyl)dodecanamide), COCCCCCCCCCCCC(=O)O (12-methoxydodecanoic acid), C(C(=O)Cl)(=O)Cl (oxalyl chloride). Run in C1(=CC=CC=C1)C (toluene). Yields the product COCCCCCCCCCCCC(=O)Cl (12-methoxydodecanoyl chloride). Reaction SMILES: [CH3:1][O:2][CH2:3][CH2:4][CH2:5][CH2:6][CH2:7][CH2:8][CH2:9][CH2:10][CH2:11][CH2:12][CH2:13][C:14](NCC1C=CC=CC=1)=[O:15].COCCCCCCCCCCCC(O)=O.C(Cl)(=O)C([Cl:43])=O>C1(C)C=CC=CC=1>[CH3:1][O:2][CH2:3][CH2:4][CH2:5][CH2:6][CH2:7][CH2:8][CH2:9][CH2:10][CH2:11][CH2:12][CH2:13][C:14]([Cl:43])=[O:15]. Procedure: Reaction Scheme 4 illustratively shows the preparation of 12-methoxy-N-(phenyl-methyl)dodecanamide wherein 12-methoxydodecanoic acid (8) is treated with oxalyl chloride in anhydrous toluene to form 12-methoxydodecanoyl chloride (9) which in turn reacts with benzylamine in methylene chloride to give the desired fatty acid amide (10). The reactants are O (water), C(#N)C=1C=C(C=CC1F)C1OCC(CO1)CCCCC (2-(3-cyano-4-fluorophenyl)-5-pentyl-1,3-dioxane), [H-].[Al+3].[Li+].[H-].[H-].[H-] (lithium aluminium hydride). The solvent is O1CCOCC1 (dioxane), same solvent. The product is NCC=1C=C(C=CC1F)C1OCC(CO1)CCCCC (2-(3-Aminomethyl-4-fluorophenyl)-5-pentyl-1,3-dioxane). As a reaction SMILES: [C:1]([C:3]1[CH:4]=[C:5]([CH:10]2[O:15][CH2:14][CH:13]([CH2:16][CH2:17][CH2:18][CH2:19][CH3:20])[CH2:12][O:11]2)[CH:6]=[CH:7][C:8]=1[F:9])#[N:2].[H-].[Al+3].[Li+].[H-].[H-].[H-].O>O1CCOCC1>[NH2:2][CH2:1][C:3]1[CH:4]=[C:5]([CH:10]2[O:11][CH2:12][CH:13]([CH2:16][CH2:17][CH2:18][CH2:19][CH3:20])[CH2:14][O:15]2)[CH:6]=[CH:7][C:8]=1[F:9] |f:1.2.3.4.5.6|. Procedure details: 27.7 g of 2-(3-cyano-4-fluorophenyl)-5-pentyl-1,3-dioxane (obtainable from 3-cyano-4-fluorobenzaldehyde and 2-pentyl-1,3-propanediol) in 380 ml of dioxane are added dropwise, in the course of 2 hours, to a boiling suspension of 4.0 g of lithium aluminium hydride in 300 ml of the same solvent. When the addition is complete, heating is continued for a further hour and decomposition is then effected with water. The solution is filtered off from the precipitated hydroxide and evaporated down under r... Starting materials: C(CCC)C1=NC2=CC=C(C=C2C(N1CC1=CC=C(C=C1)C1=C(C=CC=C1)C1=NN=NN1C(C1=CC=CC=C1)(C1=CC=CC=C1)C1=CC=CC=C1)=O)C(C)O (2-butyl-6-(1-hydroxyethyl)-3-[[2'-[1-(triphenylmethyl)-1H-tetrazol-5-yl][1,1'biphenyl]-4-yl]methyl]-4(3H)-quinazolinone). Reagents/catalysts: Cl (hydrochloric acid). Solvent: CC(=O)C.O (acetone water). The product is C(CCC)C1=NC2=CC=C(C=C2C(N1CC1=CC=C(C=C1)C1=C(C=CC=C1)C1=NN=NN1)=O)C(C)O (2-Butyl-6-(1-hydroxyethyl)-3-[[2'-(1H-tetrazol-5-yl)-[1,1'-biphenyl]-4-yl]methyl]-4(3H)-quinazolinone). The yield is 68.8%. RXN SMILES: [CH2:1]([C:5]1[N:14]([CH2:15][C:16]2[CH:21]=[CH:20][C:19]([C:22]3[CH:27]=[CH:26][CH:25]=[CH:24][C:23]=3[C:28]3[N:32](C(C4C=CC=CC=4)(C4C=CC=CC=4)C4C=CC=CC=4)[N:31]=[N:30][N:29]=3)=[CH:18][CH:17]=2)[C:13](=[O:52])[C:12]2[C:7](=[CH:8][CH:9]=[C:10]([CH:53]([OH:55])[CH3:54])[CH:11]=2)[N:6]=1)[CH2:2][CH2:3][CH3:4]>CC(C)=O.O.Cl>[CH2:1]([C:5]1[N:14]([CH2:15][C:16]2[CH:17]=[CH:18][C:19]([C:22]3[CH:27]=[CH:26][CH:25]=[CH:24][C:23]=3[C:28]3[NH:29][N:30]=[N:31][N:32]=3)=[CH:20][CH:21]=2)[C:13](=[O:52])[C:12]2[C:7](=[CH:8][CH:9]=[C:10]([CH:53]([OH:55])[CH3:54])[CH:11]=2)[N:6]=1)[CH2:2][CH2:3][CH3:4] |f:1.2|. Reported procedure: To a suspension of 2.00 g of 2-butyl-6-(1-hydroxyethyl)-3-[[2'-[1-(triphenylmethyl)-1H-tetrazol-5-yl][1,1'biphenyl]-4-yl]methyl]-4(3H)-quinazolinone in 70 ml of 3:1 acetone-water is added one drop of 5% aqueous hydrochloric acid solution. The mixture is then heated at reflux for 16 hours. After cooling, the reaction mixture is concentrated in vacuo and the residue purified by flash chromatography on silica gel by elution with 9:1 chloroform-methanol to afford 0.915 g of the desired product as a ... Starting materials: C(C)OC(CBr)OCC (Bromoacetaldehyde diethyl acetal), Br (hydrobromic acid), BrC=1C(=NC(=CN1)Br)N (3,6-dibromopyrazin-2-yl amine). The solvent is CC(C)O (propan-2-ol). Yields the product BrC1=CN=C(C=2N1C=CN2)Br (5,8-Dibromo-imidazo[1,2-a]pyrazine). As a reaction SMILES: C(O[CH:4](OCC)[CH2:5][Br:6])C.Br.[Br:11][C:12]1[C:13]([NH2:19])=[N:14][C:15](Br)=[CH:16][N:17]=1>CC(O)C>[Br:11][C:12]1[N:17]2[CH:16]=[CH:15][N:14]=[C:4]2[C:5]([Br:6])=[N:19][CH:13]=1. Reported procedure: Bromoacetaldehyde diethyl acetal (49 mL, 326 mmol) and 48% hydrobromic acid is heated to reflux for 1.5 h, then poured into propan-2-ol (600 mL) and quenched with NaHCO3. After filtering, 3,6-dibromopyrazin-2-yl amine (41.34 g, 163 mmol) is added to the solution and heated at reflux overnight. The reaction is cooled and solvents removed in vacuo, followed by addition of aq. NaHCO3 and extraction with EtOAc. The organic phase is dried over anhydrous MgSO4, filtered, and concentrated in vacuo to a... Reactants: O=C([O-])O, CC(=O)OC1C(=O)NC1c1ccccc1, C1CCOC1, [K+], [Na+], [OH-], O. The product is O=C1NC(c2ccccc2)C1O. As a reaction SMILES: [C:19](=[O:20])([OH:21])[O-:22].[C:3](=[O:4])([CH3:5])[O:6][CH:7]1[C:8](=[O:17])[NH:9][CH:10]1[c:11]1[cH:12][cH:13][cH:14][cH:15][cH:16]1.[CH2:24]1[O:25][CH2:26][CH2:27][CH2:28]1.[K+:2].[Na+:23].[OH-:1].[OH2:18]>>[OH:6][CH:7]1[C:8](=[O:17])[NH:9][CH:10]1[c:11]1[cH:12][cH:13][cH:14][cH:15][cH:16]1.